describe an organic reaction: reactants, conditions, products, and yield From a dataset of the Open Reaction Database (ORD), a public repository of structured organic reaction records. Starting materials: FC(S(=O)(=O)O)(F)F (Trifluoromethanesulfonic acid), N1=CC=CC=C1 (pyridine), C(C=C)OC[C@@H](CO)OCC1=CC=CC=C1 ((R)-3-Allyloxy-2-benzyloxy-1-propanol). Solvent: ClCCl (dichloromethane), ClCCl (dichloromethane). Product: C(C=C)OCC(COS(=O)(=O)C(F)(F)F)OCC1=CC=CC=C1 (3-allyloxy-2-benzyloxy-1-trifluoromethanesulfonyloxypropane). The yield is 101.1%. RXN SMILES: [F:1][C:2]([F:8])([F:7])[S:3]([OH:6])(=[O:5])=[O:4].N1C=CC=CC=1.[CH2:15]([O:18][CH2:19][C@H:20]([O:23][CH2:24][C:25]1[CH:30]=[CH:29][CH:28]=[CH:27][CH:26]=1)[CH2:21]O)[CH:16]=[CH2:17]>ClCCl>[CH2:15]([O:18][CH2:19][CH:20]([O:23][CH2:24][C:25]1[CH:26]=[CH:27][CH:28]=[CH:29][CH:30]=1)[CH2:21][O:4][S:3]([C:2]([F:8])([F:7])[F:1])(=[O:6])=[O:5])[CH:16]=[CH2:17]. Procedure: Trifluoromethanesulfonic acid (5.95 ml, 36.3 mmol) is added dropwise at -30° C. to a mixture of dichloromethane (130 ml) and pyridine (3.19 g, 40.3 mmol). Compound 12 (8.95 g, 40.3 mmol) in dichloromethane (60 ml) is then added dropwise at -25° C. The mixture is allowed to come to room temperature and is concentrated in vacuo, and the residue is chromatographed (hexane/ethyl acetate 6:1). Compound 13a (13 g, 91%) is obtained. Reactants: CC(=O)CC(C)C, CCCCC=O, NC(=O)C1(N)CCCC1, N, O. Product: CCCCC1NC(=O)C2(CCCC2)N1. Reaction SMILES: [CH2:17]([C:18]([CH3:19])=[O:20])[CH:21]([CH3:22])[CH3:23].[CH:11]([CH2:12][CH2:13][CH2:14][CH3:15])=[O:16].[NH2:2][C:3]1([C:8](=[O:9])[NH2:10])[CH2:4][CH2:5][CH2:6][CH2:7]1.[NH3:1].[OH2:24]>>[NH:2]1[C:3]2([CH2:4][CH2:5][CH2:6][CH2:7]2)[C:8](=[O:9])[NH:10][CH:11]1[CH2:12][CH2:13][CH2:14][CH3:15]. Reactants: C(C)(=O)N1C(C(C2=CC=C(C=C12)C(=O)OC)=C(C1=CC=CC=C1)OCC)=O (1-acetyl-3-(1-ethoxy-1-phenylmethylene)-6-methoxycarbonyl-2-indolinone), NC(=O)CN(C1=CC=C(C=C1)N)S(=O)(=O)C (N-aminocarbonylmethyl-N-methylsulphonyl-p-phenylenediamine). Product: NC(=O)CN(S(=O)(=O)C)C1=CC=C(N\C(\C2=CC=CC=C2)=C\2/C(NC3=CC(=CC=C23)C(=O)OC)=O)C=C1 (3-Z-[1-(4-(N-aminocarbonylmethyl-N-methylsulphonyl-amino)-anilino)-1-phenyl-methylene]-6-methoxycarbonyl-2-indolinone). RXN SMILES: C([N:4]1[C:12]2[C:7](=[CH:8][CH:9]=[C:10]([C:13]([O:15][CH3:16])=[O:14])[CH:11]=2)[C:6](=[C:17](OCC)[C:18]2[CH:23]=[CH:22][CH:21]=[CH:20][CH:19]=2)[C:5]1=[O:27])(=O)C.[NH2:28][C:29]([CH2:31][N:32]([S:40]([CH3:43])(=[O:42])=[O:41])[C:33]1[CH:38]=[CH:37][C:36]([NH2:39])=[CH:35][CH:34]=1)=[O:30]>>[NH2:28][C:29]([CH2:31][N:32]([C:33]1[CH:38]=[CH:37][C:36]([NH:39]/[C:17](=[C:6]2\[C:5](=[O:27])[NH:4][C:12]3[C:7]\2=[CH:8][CH:9]=[C:10]([C:13]([O:15][CH3:16])=[O:14])[CH:11]=3)/[C:18]2[CH:23]=[CH:22][CH:21]=[CH:20][CH:19]=2)=[CH:35][CH:34]=1)[S:40]([CH3:43])(=[O:41])=[O:42])=[O:30]. Procedure: Prepared from 1-acetyl-3-(1-ethoxy-1-phenylmethylene)-6-methoxycarbonyl-2-indolinone and N-aminocarbonylmethyl-N-methylsulphonyl-p-phenylenediamine Rf value: 0.7 (silica gel, methylene chloride/methanol=5:1) C26H24N4O6S Reactants: FC1=C(C=CC(=C1)F)[C@@]1(O[C@H]1C)CN1N=CN=C1 ((2R,3S)-2-(2,4-Difluorophenyl)-3-methyl-2-(1H-1,2,4-triazol-1-yl)methyloxirane), N1(N=CC=C1)C1=CC=C(C=C1)N1C(NN=C1)=O (4-[4-(1H-1-pyrazolyl)phenyl]-3(2H,4H)-1,2,4-triazolone). The product is FC1=C(C=CC(=C1)F)[C@]([C@@H](C)N1N=CN(C1=O)C1=CC=C(C=C1)N1N=CC=C1)(CN1N=CN=C1)O (2-[(1R,2R)-2-(2,4-difluorophenyl)-2-hydroxy-1-methyl-3-(1H-1,2,4-triazol-1-yl)propyl]-4-[4-(1H-1-pyrazolyl )phenyl]-3(2H,4H)-1,2,4-triazolone). Reaction SMILES: [F:1][C:2]1[CH:7]=[C:6]([F:8])[CH:5]=[CH:4][C:3]=1[C@@:9]1([CH2:13][N:14]2[CH:18]=[N:17][CH:16]=[N:15]2)[C@H:11]([CH3:12])[O:10]1.[N:19]1([C:24]2[CH:29]=[CH:28][C:27]([N:30]3[CH:34]=[N:33][NH:32][C:31]3=[O:35])=[CH:26][CH:25]=2)[CH:23]=[CH:22][CH:21]=[N:20]1>>[F:1][C:2]1[CH:7]=[C:6]([F:8])[CH:5]=[CH:4][C:3]=1[C@@:9]([OH:10])([CH2:13][N:14]1[CH:18]=[N:17][CH:16]=[N:15]1)[C@H:11]([N:32]1[C:31](=[O:35])[N:30]([C:27]2[CH:26]=[CH:25][C:24]([N:19]3[CH:23]=[CH:22][CH:21]=[N:20]3)=[CH:29][CH:28]=2)[CH:34]=[N:33]1)[CH3:12]. Procedure: (2R,3S)-2-(2,4-Difluorophenyl)-3-methyl-2-(1H-1,2,4-triazol-1-yl)methyloxirane was reacted with 4-[4-(1H-1-pyrazolyl)phenyl]-3(2H,4H)-1,2,4-triazolone in the same manner as in Working Example 11 to give 2-[(1R,2R)-2-(2,4-difluorophenyl)-2-hydroxy-1-methyl-3-(1H-1,2,4-triazol-1-yl)propyl]-4-[4-(1H-1-pyrazolyl )phenyl]-3(2H,4H)-1,2,4-triazolone (Compound 19). Reagents/catalysts: C=1C=CC(=CC1)/C=C/C(=O)/C=C/C2=CC=CC=C2.C=1C=CC(=CC1)/C=C/C(=O)/C=C/C2=CC=CC=C2.C=1C=CC(=CC1)/C=C/C(=O)/C=C/C2=CC=CC=C2.[Pd].[Pd] (tris(dibenzylideneacetone)dipalladium(0)). Reaction conditions: temperature 90 celsius, time 18 hour. Isolated yield 39.4%. Starting materials: BrC=1C=CC2=C(NC[C@H](C=3N2C(=NN3)C)C)C1 ((R)-8-bromo-1,4-dimethyl-5,6-dihydro-4H-benzo[b][1,2,4]triazolo[4,3-d][1,4]diazepine), IC1=CC=C(C=C1)S(=O)(=O)C (1-iodo-4-(methylsulfonyl)benzene), IC1=CC=C(C=C1)S(=O)(=O)C (1-iodo-4-(methylsulfonyl)benzene), C(=O)([O-])[O-].[Cs+].[Cs+] (Cs2CO3), C1(CCCCC1)P(C1=C(C=CC=C1)C1=C(C=CC=C1OC)OC)C1CCCCC1 (2-dicyclohexylphosphino-2′,6′-dimethoxybiphenyl), N#N (N2). The solvent is CC1=CC=CC=C1 (Methylbenzene). Reported procedure: To a solution of (R)-8-bromo-1,4-dimethyl-5,6-dihydro-4H-benzo[b][1,2,4]triazolo[4,3-d][1,4]diazepine (100 mg, 0.34 mmol) in Methylbenzene (5 mL), were added 1-iodo-4-(methylsulfonyl)benzene (115.2 mg, 0.40 mmol) and 1-iodo-4-(methylsulfonyl)benzene (115.2 mg, 0.40 mmol). Cs2CO3 (222.3 mg, 0.68 mmol), tris(dibenzylideneacetone)dipalladium(0) (31.4 mg, 0.03 mmol) and 2-dicyclohexylphosphino-2′,6′-dimethoxybiphenyl (39.22 mg, 0.07 mmol) were added. The mixture was via vacuo/N2 and stirred at 90° C... The product is BrC=1C=CC2=C(N(C[C@H](C=3N2C(=NN3)C)C)C3=CC=C(C=C3)S(=O)(=O)C)C1 ((R)-8-bromo-1,4-dimethyl-6-(4-(methylsulfonyl)phenyl)-5,6-dihydro-4H-benzo[b][1,2,4]triazolo[4,3-d][1,4]diazepine). RXN SMILES: [Br:1][C:2]1[CH:3]=[CH:4][C:5]2[N:11]3[C:12]([CH3:15])=[N:13][N:14]=[C:10]3[C@H:9]([CH3:16])[CH2:8][NH:7][C:6]=2[CH:17]=1.I[C:19]1[CH:24]=[CH:23][C:22]([S:25]([CH3:28])(=[O:27])=[O:26])=[CH:21][CH:20]=1.C([O-])([O-])=O.[Cs+].[Cs+].C1(P(C2CCCCC2)C2C=CC=CC=2C2C(OC)=CC=CC=2OC)CCCCC1.N#N>CC1C=CC=CC=1.C1C=CC(/C=C/C(/C=C/C2C=CC=CC=2)=O)=CC=1.C1C=CC(/C=C/C(/C=C/C2C=CC=CC=2)=O)=CC=1.C1C=CC(/C=C/C(/C=C/C2C=CC=CC=2)=O)=CC=1.[Pd].[Pd]>[Br:1][C:2]1[CH:3]=[CH:4][C:5]2[N:11]3[C:12]([CH3:15])=[N:13][N:14]=[C:10]3[C@H:9]([CH3:16])[CH2:8][N:7]([C:19]3[CH:24]=[CH:23][C:22]([S:25]([CH3:28])(=[O:27])=[O:26])=[CH:21][CH:20]=3)[C:6]=2[CH:17]=1 |f:2.3.4,8.9.10.11.12|. The reactants are CC(=O)C(O[Si](C)(C)C(C)(C)C)C(C)O[Si](C)(C)C(C)(C)C, C1CCOC1, O=Cc1cocn1, Cl. The product is CC(O[Si](C)(C)C(C)(C)C)C(O[Si](C)(C)C(C)(C)C)C(=O)CC(O)c1cocn1. As a reaction SMILES: [C:1]([CH3:2])([CH3:3])([CH3:4])[Si:5]([O:6][CH:7]([C:8]([CH3:9])=[O:10])[CH:11]([CH3:12])[O:13][Si:14]([CH3:15])([CH3:16])[C:17]([CH3:18])([CH3:19])[CH3:20])([CH3:21])[CH3:22].[CH2:31]1[O:32][CH2:33][CH2:34][CH2:35]1.[CH:23](=[O:24])[c:25]1[n:26][cH:27][o:28][cH:29]1.[ClH:30]>>[C:1]([CH3:2])([CH3:3])([CH3:4])[Si:5]([O:6][CH:7]([C:8]([CH2:9][CH:23]([OH:24])[c:25]1[n:26][cH:27][o:28][cH:29]1)=[O:10])[CH:11]([CH3:12])[O:13][Si:14]([CH3:15])([CH3:16])[C:17]([CH3:18])([CH3:19])[CH3:20])([CH3:21])[CH3:22].